This data is from the Open Reaction Database (ORD), a public repository of structured organic reaction records. The task is: describe an organic reaction: reactants, conditions, products, and yield The reactants are CN1CCC(O)C(c2ccccc2)C1, N#Cc1ccc(F)cc1, [H-], [H][H], [Na+], CN(C)C=O, O. Product: CN1CCC(Oc2ccc(C#N)cc2)C(c2ccccc2)C1. RXN SMILES: [CH3:3][N:4]1[CH2:5][CH:6]([c:11]2[cH:12][cH:13][cH:14][cH:15][cH:16]2)[CH:7]([OH:10])[CH2:8][CH2:9]1.[F:19][c:20]1[cH:21][cH:22][c:23]([C:24]#[N:25])[cH:26][cH:27]1.[H-:1].[H:17][H:18].[Na+:2].[O:28]=[CH:29][N:30]([CH3:31])[CH3:32].[OH2:33]>>[CH3:3][N:4]1[CH2:5][CH:6]([c:11]2[cH:12][cH:13][cH:14][cH:15][cH:16]2)[CH:7]([O:10][c:20]2[cH:21][cH:22][c:23]([C:24]#[N:25])[cH:26][cH:27]2)[CH2:8][CH2:9]1. The reactants are CC(C)(C)NC1C=CC(c2ccccc2)(c2ccccc2)C1, CS(=O)(=O)O, CCOC(C)=O, [Na+], [OH-]. The product is CC(C)(C)NC1CCC(c2ccccc2)(c2ccccc2)C1. RXN SMILES: [C:6]([CH3:7])([CH3:8])([CH3:9])[NH:10][CH:11]1[CH:12]=[CH:13][C:14]([c:16]2[cH:17][cH:18][cH:19][cH:20][cH:21]2)([c:22]2[cH:23][cH:24][cH:25][cH:26][cH:27]2)[CH2:15]1.[CH3:1][S:2]([OH:3])(=[O:4])=[O:5].[CH3:30][CH2:31][O:32][C:33](=[O:34])[CH3:35].[Na+:29].[OH-:28]>>[C:6]([CH3:7])([CH3:8])([CH3:9])[NH:10][CH:11]1[CH2:12][CH2:13][C:14]([c:16]2[cH:17][cH:18][cH:19][cH:20][cH:21]2)([c:22]2[cH:23][cH:24][cH:25][cH:26][cH:27]2)[CH2:15]1. Reactants: ClCC(=CC#CC(C)(O)C)C (7-chloro-2,6-dimethyl-5-hepten-3-yn-2-ol), ketones, CC(=CCCC(C)=O)C#C (6-methyl-5-octen-7-yn-2-one), [Cl-] (chloride). Yields the product OC(C#CC=C(CC#CC(=CCCC(C)=O)C)C)(C)C (14-Hydroxy-6,10,14-trimethyl-5,10-pentadecadien-7,12-diyn-2-one). RXN SMILES: Cl[CH2:2][C:3]([CH3:11])=[CH:4][C:5]#[C:6][C:7]([CH3:10])([OH:9])[CH3:8].[CH3:12][C:13]([C:20]#[CH:21])=[CH:14][CH2:15][CH2:16][C:17](=[O:19])[CH3:18].[Cl-]>>[OH:9][C:7]([CH3:10])([CH3:8])[C:6]#[C:5][CH:4]=[C:3]([CH3:11])[CH2:2][C:21]#[C:20][C:13]([CH3:12])=[CH:14][CH2:15][CH2:16][C:17](=[O:19])[CH3:18]. Procedure: A mixture of 446 mg (2.58 mmoles) of 6-chloromethyl-2-methyl-6-hepten-3-yn-2-ol and 7-chloro-2,6-dimethyl-5-hepten-3-yn-2-ol (produced in accordance with Example X), 264 mg (1.94 mmoles) of 6-methyl-5-octen-7-yn-2-one (produced in accordance with Example II), 539 mg (3.90 mmoles) of anhydrous potassium carbonate, 20 mg (0.20 mmoles) of cuprous chloride, and 46 mg (0.20 mmoles) of benzyltriethylammonium chloride in 2.00 mL of acetonitrile (HPLC-grade) was stirred vigorously at room temperature fo... Starting materials: CCC(C)(C)C1CCC(Oc2ccc3cc(C(C)(COP(=O)(O)O)NC(=O)OC(C)(C)C)ccc3c2C(F)(F)F)CC1, Cl, C1COCCO1. Product: CCC(C)(C)C1CCC(Oc2ccc3cc(C(C)(N)COP(=O)(O)O)ccc3c2C(F)(F)F)CC1. Reaction SMILES: [C:1]([O:2][C:3](=[O:4])[NH:7][C:8]([CH2:9][O:10][P:11](=[O:12])([OH:13])[OH:14])([CH3:15])[c:16]1[cH:17][c:18]2[cH:19][cH:20][c:21]([O:30][CH:31]3[CH2:32][CH2:33][CH:34]([C:37]([CH2:38][CH3:39])([CH3:40])[CH3:41])[CH2:35][CH2:36]3)[c:22]([C:26]([F:27])([F:28])[F:29])[c:23]2[cH:24][cH:25]1)([CH3:5])([CH3:6])[CH3:42].[ClH:49].[O:43]1[CH2:44][CH2:45][O:46][CH2:47][CH2:48]1>>[NH2:7][C:8]([CH2:9][O:10][P:11](=[O:12])([OH:13])[OH:14])([CH3:15])[c:16]1[cH:17][c:18]2[cH:19][cH:20][c:21]([O:30][CH:31]3[CH2:32][CH2:33][CH:34]([C:37]([CH2:38][CH3:39])([CH3:40])[CH3:41])[CH2:35][CH2:36]3)[c:22]([C:26]([F:27])([F:28])[F:29])[c:23]2[cH:24][cH:25]1. The reactants are B(Br)(Br)Br (boron tribromide), COC=1C=C(C=CC1OC)C=CC1=NC(=NO1)C=1C=NC=CC1 (3-{5-[2-(3,4-Dimethoxy-phenyl)-vinyl]-[1,2,4]oxadiazol-3-yl}-pyridine), COC=1C=C(C=CC1OC)C=CC1=NC(=NO1)C=1C=NC=CC1 (3-{5-[2-(3,4-Dimethoxy-phenyl)-vinyl]-[1,2,4]oxadiazol-3-yl}-pyridine). Run in ClCCl (dichloromethane), ClCCl (dichloromethane). Run at time 37.5 minute. Product: N1=CC(=CC=C1)C1=NOC(=N1)C=CC=1C=C(C(=CC1)O)O (4-[2-(3-Pyridin-3-yl-[1,2,4]oxadiazol-5-yl)-vinyl]-benzene-1,2-diol). Reaction SMILES: B(Br)(Br)Br.C[O:6][C:7]1[CH:8]=[C:9]([CH:15]=[CH:16][C:17]2[O:21][N:20]=[C:19]([C:22]3[CH:23]=[N:24][CH:25]=[CH:26][CH:27]=3)[N:18]=2)[CH:10]=[CH:11][C:12]=1[O:13]C>ClCCl>[N:24]1[CH:25]=[CH:26][CH:27]=[C:22]([C:19]2[N:18]=[C:17]([CH:16]=[CH:15][C:9]3[CH:8]=[C:7]([OH:6])[C:12]([OH:13])=[CH:11][CH:10]=3)[O:21][N:20]=2)[CH:23]=1. Procedure: To a cooled solution of 0.35 mL of 1M boron tribromide (3.7 mmol) in 2 mL dichloromethane, 0.500 g (1.6 mmol) of 3-{5-[2-(3,4-dimethoxy-phenyl)-vinyl]-[1,2,4]oxadiazol-3-yl}-pyridine (compound of Example 54) dissolved in 5 mL of dichloromethane was added over a period of 15-20 min at −45° C. to −40° C. The reaction mixture was stirred at −45° C. to −40° C. for 30-45 min and allowed to attain a temperature of 25° C. to 30° C. slowly, over a period of 1 h. The reaction mixture was further stirred ... The reactants are ClC1=CC=C(C=C1)C1(CCCCC1)N1C[C@H](N(CC1)C(=O)OC(C)(C)C)C ((R)-tert-butyl 4-(1-(4-chlorophenyl)cyclohexyl)-2-methylpiperazine-1-carboxylate), Cl.O1CCOCC1 (dioxane-HCl). Solvent: O1CCOCC1 (1,4-dioxane). Reaction conditions: time 2 hour. Yields the product ClC1=CC=C(C=C1)C1(CCCCC1)N1C[C@H](NCC1)C ((R)-1-(1-(4-chlorophenyl)cyclohexyl)-3-methylpiperazine). The yield is 84.1%. RXN SMILES: [Cl:1][C:2]1[CH:7]=[CH:6][C:5]([C:8]2([N:14]3[CH2:19][CH2:18][N:17](C(OC(C)(C)C)=O)[C@H:16]([CH3:27])[CH2:15]3)[CH2:13][CH2:12][CH2:11][CH2:10][CH2:9]2)=[CH:4][CH:3]=1.Cl.O1CCOCC1>O1CCOCC1>[Cl:1][C:2]1[CH:7]=[CH:6][C:5]([C:8]2([N:14]3[CH2:19][CH2:18][NH:17][C@H:16]([CH3:27])[CH2:15]3)[CH2:13][CH2:12][CH2:11][CH2:10][CH2:9]2)=[CH:4][CH:3]=1 |f:1.2|. Procedure: To a solution of (R)-tert-butyl 4-(1-(4-chlorophenyl)cyclohexyl)-2-methylpiperazine-1-carboxylate (0.80 g, 2.03 mmol) in 1,4-dioxane (5 mL) at 0° C. was added dropwise a saturated solution dioxane-HCl (4 mL). The reaction mixture was warmed to room temperature and stirred for 2 h. The reaction mixture was concentrated under reduced pressure and the residue was washed with ethyl acetate. The pH of the residue was adjusted to 7 using aqueous 10% sodium carbonate solution and extracted with ethyl a... Reactants: C1COCCN1, CCCCO, CCN(C(C)C)C(C)C, COc1cc(Nc2nc(NC(C)c3ncc(F)cn3)nc(Cl)c2Cl)n[nH]1. The product is COc1cc(Nc2nc(NC(C)c3ncc(F)cn3)nc(N3CCOCC3)c2Cl)n[nH]1. RXN SMILES: [CH2:27]1[CH2:28][O:29][CH2:30][CH2:31][NH:32]1.[CH2:42]([OH:43])[CH2:44][CH2:45][CH3:46].[CH:33]([N:34]([CH2:35][CH3:36])[CH:37]([CH3:38])[CH3:39])([CH3:40])[CH3:41].[Cl:1][c:2]1[c:3]([NH:19][c:20]2[n:21][nH:22][c:23]([O:25][CH3:26])[cH:24]2)[n:4][c:5]([NH:9][CH:10]([CH3:11])[c:12]2[n:13][cH:14][c:15]([F:18])[cH:16][n:17]2)[n:6][c:7]1[Cl:8]>>[Cl:1][c:2]1[c:3]([NH:19][c:20]2[n:21][nH:22][c:23]([O:25][CH3:26])[cH:24]2)[n:4][c:5]([NH:9][CH:10]([CH3:11])[c:12]2[n:13][cH:14][c:15]([F:18])[cH:16][n:17]2)[n:6][c:7]1[N:32]1[CH2:27][CH2:28][O:29][CH2:30][CH2:31]1.